Dataset: the Open Reaction Database (ORD), a public repository of structured organic reaction records. Task: describe an organic reaction: reactants, conditions, products, and yield The reactants are [Si](C)(C)(C(C)(C)C)OC[C@@H]1[C@]([C@H]([C@@H](O1)N1C(=O)N=C(N)C=C1)O)(O)C#C (1-[5-O-(tert-Butyldimethylsilyl)-3-C-ethynyl-β-D-ribofuranosyl]cytosine), CN(CC(=O)O)C (N,N-dimethylglycine), N,N-dimethylaminopyridine, Cl.C(C)N=C=NCCCN(C)C (1-ethyl-3-(3-dimethylaminopropyl)carbodiimide hydrochloride). Run in CN(C)C=O (DMF). Reaction conditions: temperature 40 celsius, time 1 day. The product is [Si](C)(C)(C(C)(C)C)OC[C@@H]1[C@]([C@H]([C@@H](O1)N1C(=O)N=C(NC(CN(C)C)=O)C=C1)O)(O)C#C (1-[5-O-(tert-Butyldimethylsilyl)-3-C-ethynyl-β-D-ribofuranosyl]-4-N-(N,N-dimethylglycyl)cytosine). Reaction SMILES: [Si:1]([O:8][CH2:9][C@H:10]1[O:14][C@@H:13]([N:15]2[CH:22]=[CH:21][C:19]([NH2:20])=[N:18][C:16]2=[O:17])[C@H:12]([OH:23])[C@:11]1([C:25]#[CH:26])[OH:24])([C:4]([CH3:7])([CH3:6])[CH3:5])([CH3:3])[CH3:2].[CH3:27][N:28]([CH3:33])[CH2:29][C:30](O)=[O:31].Cl.C(N=C=NCCCN(C)C)C>CN(C=O)C>[Si:1]([O:8][CH2:9][C@H:10]1[O:14][C@@H:13]([N:15]2[CH:22]=[CH:21][C:19]([NH:20][C:30](=[O:31])[CH2:29][N:28]([CH3:33])[CH3:27])=[N:18][C:16]2=[O:17])[C@H:12]([OH:23])[C@:11]1([C:25]#[CH:26])[OH:24])([C:4]([CH3:7])([CH3:6])[CH3:5])([CH3:2])[CH3:3] |f:2.3|. Procedure details: Compound 1 (1.9 g, 5 mmol), N,N-dimethylglycine (1.0 g, 10 mmol), N,N-dimethylaminopyridine (0.1 g, 0.8 mmol), and 1-ethyl-3-(3-dimethylaminopropyl)carbodiimide hydrochloride (1.9 g, 10 mmol) were added to DMF (20 mL) under ice-cooling, and the mixture was stirred for one day at 40° C. The reaction mixture was concentrated, and ethyl acetate was added to the residue. The organic layer was washed with saturated aqueous sodium hydrogen carbonate (50 mL) and saturated brine (50 mL), and then dried ... Reactants: O=Cc1cccc(F)c1O, O=C1Cc2ccc(-c3ccccc3)cc2N1. Product: O=C1Nc2cc(-c3ccccc3)ccc2C1=Cc1cccc(F)c1O. Reaction SMILES: [F:17][c:18]1[c:19]([OH:26])[c:20]([CH:21]=[O:22])[cH:23][cH:24][cH:25]1.[c:1]1(-[c:7]2[cH:8][cH:9][c:10]3[c:14]([cH:15]2)[NH:13][C:12](=[O:16])[CH2:11]3)[cH:2][cH:3][cH:4][cH:5][cH:6]1>>[c:1]1(-[c:7]2[cH:8][cH:9][c:10]3[c:14]([cH:15]2)[NH:13][C:12](=[O:16])[C:11]3=[CH:21][c:20]2[c:19]([OH:26])[c:18]([F:17])[cH:25][cH:24][cH:23]2)[cH:2][cH:3][cH:4][cH:5][cH:6]1. Starting materials: O=S1(=O)CCC(Br)C1, O=C([O-])[O-], CC1(C)OB(c2cn[nH]c2)OC1(C)C, CC#N, CCOC(C)=O, [Cs+], [Cs+]. Yields the product CC1(C)OB(c2cnn(C3CCS(=O)(=O)C3)c2)OC1(C)C. RXN SMILES: [Br:15][CH:16]1[CH2:17][S:18](=[O:21])(=[O:22])[CH2:19][CH2:20]1.[C:23](=[O:24])([O-:25])[O-:26].[CH3:1][C:2]1([CH3:14])[O:3][B:4]([c:9]2[cH:10][n:11][nH:12][cH:13]2)[O:5][C:6]1([CH3:7])[CH3:8].[CH3:29][C:30]#[N:31].[CH3:32][CH2:33][O:34][C:35](=[O:36])[CH3:37].[Cs+:27].[Cs+:28]>>[CH3:1][C:2]1([CH3:14])[O:3][B:4]([c:9]2[cH:10][n:11][n:12]([CH:16]3[CH2:17][S:18](=[O:21])(=[O:22])[CH2:19][CH2:20]3)[cH:13]2)[O:5][C:6]1([CH3:7])[CH3:8].